Dataset: the Open Reaction Database (ORD), a public repository of structured organic reaction records. Task: describe an organic reaction: reactants, conditions, products, and yield Reaction SMILES: [CH3:14][OH:15].[CH3:4][c:5]1[n:6][c:7]([CH3:13])[cH:8][c:9]([C:11]#[N:12])[cH:10]1.[ClH:1].[NH2:2][OH:3]>>[NH:2]([OH:3])[C:11]([c:9]1[cH:8][c:7]([CH3:13])[n:6][c:5]([CH3:4])[cH:10]1)=[NH:12]. Product: Cc1cc(C(=N)NO)cc(C)n1. Starting materials: CO, Cc1cc(C#N)cc(C)n1, Cl, NO.